This data is from the Open Reaction Database (ORD), a public repository of structured organic reaction records. The task is: describe an organic reaction: reactants, conditions, products, and yield Starting materials: N1(CCOCC1)S(=O)(=O)C1=CC=C(C(=O)O)C=C1 (4-(morpholine-4-sulfonyl)-benzoic acid), N1[C@@H](CCC1)CN1CCCC1 ((S)(+)-1-(2-pyrrolidinylmethyl)pyrrolidine). The product is N1(CCOCC1)S(=O)(=O)C1=CC=C(C=C1)C(=O)N1[C@@H](CCC1)CN1CCCC1 ([4-(Morpholine-4-sulfonyl)-phenyl]-(2-(S)-pyrrolidin-1-ylmethyl-pyrrolidin-1-yl)-methanone). Yield: 35.8%. As a reaction SMILES: [N:1]1([S:7]([C:10]2[CH:18]=[CH:17][C:13]([C:14]([OH:16])=O)=[CH:12][CH:11]=2)(=[O:9])=[O:8])[CH2:6][CH2:5][O:4][CH2:3][CH2:2]1.[NH:19]1[CH2:23][CH2:22][CH2:21][C@H:20]1[CH2:24][N:25]1[CH2:29][CH2:28][CH2:27][CH2:26]1>>[N:1]1([S:7]([C:10]2[CH:11]=[CH:12][C:13]([C:14]([N:19]3[CH2:23][CH2:22][CH2:21][C@H:20]3[CH2:24][N:25]3[CH2:29][CH2:28][CH2:27][CH2:26]3)=[O:16])=[CH:17][CH:18]=2)(=[O:8])=[O:9])[CH2:2][CH2:3][O:4][CH2:5][CH2:6]1. Reported procedure: The title compound is prepared from 4-(morpholine-4-sulfonyl)-benzoic acid (407 mg, 1.5 mmol) and (S)(+)-1-(2-pyrrolidinylmethyl)pyrrolidine (CAS 51207-66-0)(193 mg, 1.2 mmol) in a manner substantially similar to Procedure G to provide 175 mg (34%) of the title compound. MS (ES+) 408.3 (M+H)+. Starting materials: CCOC(=O)C(C)=Cc1ccc(OC)c(OC2CCCC2)c1, COCN(Cc1ccccc1)C[Si](C)(C)C, ClCCl, O=C(O)C(F)(F)F. The product is CCOC(=O)C1(C)CN(Cc2ccccc2)CC1c1ccc(OC)c(OC2CCCC2)c1. RXN SMILES: [CH2:17]([CH3:18])[O:19][C:20]([C:21](=[CH:22][c:23]1[cH:24][c:25]([O:31][CH:32]2[CH2:33][CH2:34][CH2:35][CH2:36]2)[c:26]([O:29][CH3:30])[cH:27][cH:28]1)[CH3:37])=[O:38].[CH3:1][O:2][CH2:3][N:4]([CH2:5][c:6]1[cH:7][cH:8][cH:9][cH:10][cH:11]1)[CH2:12][Si:13]([CH3:14])([CH3:15])[CH3:16].[Cl:46][CH2:47][Cl:48].[OH:39][C:40]([C:41]([F:42])([F:43])[F:44])=[O:45]>>[CH2:3]1[N:4]([CH2:5][c:6]2[cH:7][cH:8][cH:9][cH:10][cH:11]2)[CH2:12][C:21]([C:20]([O:19][CH2:17][CH3:18])=[O:38])([CH3:37])[CH:22]1[c:23]1[cH:24][c:25]([O:31][CH:32]2[CH2:33][CH2:34][CH2:35][CH2:36]2)[c:26]([O:29][CH3:30])[cH:27][cH:28]1.